From a dataset of the Open Reaction Database (ORD), a public repository of structured organic reaction records. describe an organic reaction: reactants, conditions, products, and yield Reactants: C(C)N(C(C(C)Br)=O)CC(OCC)OCC (N-Ethyl-N-(2,2-diethoxyethyl)-α-bromoproprionamide), C([O-])([O-])=O.[Na+].[Na+] (sodium carbonate), butandiol-1,4, C=1(C(=CC=CC1)S(=O)(=O)O)C (toluenesulfonic acid). Solvent: C(C)O (ethanol). Yields the product C(C)N(C(C(C)Br)=O)CC1OCCCCO1 (N-ethyl-N-(1,3-dioxepan-2-ylmethyl)-α-bromoproprionamide). As a reaction SMILES: [CH2:1]([N:3]([CH2:9][CH:10]([O:14][CH2:15][CH3:16])[O:11][CH2:12][CH3:13])[C:4](=[O:8])[CH:5]([Br:7])[CH3:6])[CH3:2].C1(C)C(S(O)(=O)=O)=CC=CC=1.C(=O)([O-])[O-].[Na+].[Na+]>C(O)C>[CH2:1]([N:3]([CH2:9][CH:10]1[O:14][CH2:15][CH2:16][CH2:13][CH2:12][O:11]1)[C:4](=[O:8])[CH:5]([Br:7])[CH3:6])[CH3:2] |f:2.3.4|. Procedure: N-Ethyl-N-(2,2-diethoxyethyl)-α-bromoproprionamide (10 grams), butandiol-1,4 (3 ml) and trace amounts of toluenesulfonic acid are charged into a glass reaction vessel equipped with a mechanical stirrer, thermometer and reflux condenser. The reaction mixture is heated until no more ethanol is given off. After this time sodium carbonate (1 gram) is added to the mixture with stirring and the resulting mixture is distilled to yield the desired product N-ethyl-N-(1,3-dioxepan-2-ylmethyl)-α-bromopropr... Reactants: N1C(=NC2=C1C=CC=C2)NCC2=CC(=CC=C2)NC2=NC=NC(=C2)Cl ((1H-Benzoimidazol-2-yl)-[3-(6-chloro-pyrimidin-4-ylamino)-benzyl]-amine), Tetrakis(thriphenylphosphine) palladium[0], COC1=C(C=CC=C1)B(O)O (2-methoxyphenyl-boronic acid), C(=O)([O-])[O-].[Na+].[Na+] (Na2CO3), O (water), NaH2PO4. The solvent is C(OC)COC (dimethoxyethane). Run at time 30 minute. The product is N1C(=NC2=C1C=CC=C2)NCC2=CC(=CC=C2)NC2=NC=NC(=C2)C2=C(C=CC=C2)OC ((1H-Benzoimidazol-2-yl)-{3-[6-(2-methoxy-phenyl)-pyrimidin-4-ylamino]-benzyl}-amine). The yield is 49.4%. Reaction SMILES: [NH:1]1[C:5]2[CH:6]=[CH:7][CH:8]=[CH:9][C:4]=2[N:3]=[C:2]1[NH:10][CH2:11][C:12]1[CH:17]=[CH:16][CH:15]=[C:14]([NH:18][C:19]2[CH:24]=[C:23](Cl)[N:22]=[CH:21][N:20]=2)[CH:13]=1.[CH3:26][O:27][C:28]1[CH:33]=[CH:32][CH:31]=[CH:30][C:29]=1B(O)O.C([O-])([O-])=O.[Na+].[Na+].O>C(COC)OC>[NH:1]1[C:5]2[CH:6]=[CH:7][CH:8]=[CH:9][C:4]=2[N:3]=[C:2]1[NH:10][CH2:11][C:12]1[CH:17]=[CH:16][CH:15]=[C:14]([NH:18][C:19]2[CH:24]=[C:23]([C:29]3[CH:30]=[CH:31][CH:32]=[CH:33][C:28]=3[O:27][CH3:26])[N:22]=[CH:21][N:20]=2)[CH:13]=1 |f:2.3.4|. Procedure details: 246 mg (1H-Benzoimidazol-2-yl)-[3-(6-chloro-pyrimidin-4-ylamino)-benzyl]-amine (prepared in Example 59) (0.70 mmol) was suspended in 30 cm3 dimethoxyethane and the flask was filled with argon properly. 58 mg Tetrakis(thriphenylphosphine) palladium[0] (0.05 mmol) was added and the mixture was stirred at room temperature for 30 minutes. Then 152 mg 2-methoxyphenyl-boronic acid (1 mmol), 318 mg anhydrous Na2CO3 (3 mmol) and 6 ml water was added. The mixture was ferluxed overnight while slow argon f...